Dataset: the Open Reaction Database (ORD), a public repository of structured organic reaction records. Task: describe an organic reaction: reactants, conditions, products, and yield The reactants are BrC=1C=CC(=C(C#N)C1)N1CC2=C(N=CN=C2N[C@H](C)C=2C=NC(=CC2)C(F)(F)F)CC1 ((R)-5-bromo-2-(4-(1-(6-(trifluoromethyl)pyridin-3-yl)ethylamino)-7,8-dihydropyrido[4,3-d]pyrimidin-6(5H)-yl)benzonitrile), CB(O)O (methylboronic acid), P(=O)([O-])([O-])[O-].[K+].[K+].[K+] (potassium phosphate), C1(CCCCC1)P(C1CCCCC1)C1CCCCC1 (tricyclohexylphosphine). Reagents/catalysts: C(C)(=O)[O-].[Pd+2].C(C)(=O)[O-] (palladium acetate). The solvent is O (water), C1(=CC=CC=C1)C (toluene). Run at temperature 100 celsius. Product: CC=1C=CC(=C(C#N)C1)N1CC2=C(N=CN=C2N[C@H](C)C=2C=NC(=CC2)C(F)(F)F)CC1 ((R)-5-Methyl-2-(4-(1-(6-(trifluoromethyl)pyridin-3-yl)ethylamino)-7,8-dihydropyrido[4,3-d]pyrimidin-6(5H)-yl)benzonitrile). Yield: 68.9%. RXN SMILES: Br[C:2]1[CH:3]=[CH:4][C:5]([N:10]2[CH2:32][CH2:31][C:13]3[N:14]=[CH:15][N:16]=[C:17]([NH:18][C@@H:19]([C:21]4[CH:22]=[N:23][C:24]([C:27]([F:30])([F:29])[F:28])=[CH:25][CH:26]=4)[CH3:20])[C:12]=3[CH2:11]2)=[C:6]([CH:9]=1)[C:7]#[N:8].[CH3:33]B(O)O.P([O-])([O-])([O-])=O.[K+].[K+].[K+].C1(P(C2CCCCC2)C2CCCCC2)CCCCC1>C([O-])(=O)C.[Pd+2].C([O-])(=O)C.O.C1(C)C=CC=CC=1>[CH3:33][C:2]1[CH:3]=[CH:4][C:5]([N:10]2[CH2:32][CH2:31][C:13]3[N:14]=[CH:15][N:16]=[C:17]([NH:18][C@@H:19]([C:21]4[CH:22]=[N:23][C:24]([C:27]([F:30])([F:29])[F:28])=[CH:25][CH:26]=4)[CH3:20])[C:12]=3[CH2:11]2)=[C:6]([CH:9]=1)[C:7]#[N:8] |f:2.3.4.5,7.8.9|. Reported procedure: To a mixture of (R)-5-bromo-2-(4-(1-(6-(trifluoromethyl)pyridin-3-yl)ethylamino)-7,8-dihydropyrido[4,3-d]pyrimidin-6(5H)-yl)benzonitrile (240 mg, 0.48 mmol), methylboronic acid (37.0 mg, 0.619 mmol), potassium phosphate (354 mg, 1.67 mmol), tricyclohexylphosphine (25 mg, 0.089 mmol), toluene (10 mL), and water (0.6 mL) under argon was added palladium acetate (10 mg, 0.04 mmol). The mixture was heated at 100° C. for 3 h and then cooled to rt. The mixture was filtered and concentrated. The residue... The reactants are C[O-].[Na+].CO (sodium methoxide methanol), SC=1C=C(C=CC1)O (3-Sulfanylphenol), BrCC1CCOCC1 (4-(Bromomethyl)tetrahydro-2H-pyrane). Solvent: CO (methanol). Reaction conditions: time 10 minute. Yields the product O1CCC(CC1)CSC=1C=C(C=CC1)O (3-[(tetrahydro-2H-pyran-4-ylmethyl)sulfanyl]phenol). Yield: 59.6%. As a reaction SMILES: [SH:1][C:2]1[CH:3]=[C:4]([OH:8])[CH:5]=[CH:6][CH:7]=1.C[O-].[Na+].CO.Br[CH2:15][CH:16]1[CH2:21][CH2:20][O:19][CH2:18][CH2:17]1>CO>[O:19]1[CH2:20][CH2:21][CH:16]([CH2:15][S:1][C:2]2[CH:3]=[C:4]([OH:8])[CH:5]=[CH:6][CH:7]=2)[CH2:17][CH2:18]1 |f:1.2.3|. Reported procedure: 3-Sulfanylphenol (250 mg) was dissolved in methanol (5 mL), and a 28% sodium methoxide-methanol solution (0.5 mL) was added thereto, followed by stirring at room temperature for 10 minutes. 4-(Bromomethyl)tetrahydro-2H-pyrane (410 mg) was added to the reaction mixture, followed by stirring at room temperature for 3 hours. The solvent was evaporated under reduced pressure, and then water was added to the residue, followed by extraction with ethyl acetate. The organic layer was washed with saturat... Starting materials: CCO, COc1ccc(C=O)cc1, Cl, NCCS, O. Product: COc1ccc(C2NCCS2)cc1. Reaction SMILES: [CH3:16][CH2:17][OH:18].[CH3:1][O:2][c:3]1[cH:4][cH:5][c:6]([CH:7]=[O:8])[cH:9][cH:10]1.[ClH:15].[NH2:11][CH2:12][CH2:13][SH:14].[OH2:19]>>[CH3:1][O:2][c:3]1[cH:4][cH:5][c:6]([CH:7]2[NH:11][CH2:12][CH2:13][S:14]2)[cH:9][cH:10]1. Starting materials: [C-]#N, [C-]#N, CCO, Oc1ccc(Cl)c(O)c1, Cl, [Zn+2]. Yields the product O=Cc1cc(Cl)c(O)cc1O. Reaction SMILES: [C-:14]#[N:15].[C-:17]#[N:18].[CH3:11][CH2:12][OH:13].[Cl:2][c:3]1[c:4]([OH:10])[cH:5][c:6]([OH:7])[cH:8][cH:9]1.[ClH:1].[Zn+2:16]>>[Cl:2][c:3]1[c:4]([OH:10])[cH:5][c:6]([OH:7])[c:8]([CH:12]=[O:13])[cH:9]1. The reactants are ClC1=CC=C(S1)C=O (5-chloro-2-thiophenecarboxaldehyde), C(CC(=O)O)(=O)O (malonic acid), Cl (hydrochloric acid), O (water). The solvent is N1CCCCC1 (piperidine), N1=CC=CC=C1 (pyridine). Yields the product ClC1=CC=C(S1)/C=C/C(=O)O ((E)-3-(5-chlorothiophen-2-yl)acrylic acid). The yield is 81.7%. Reaction SMILES: [Cl:1][C:2]1[S:6][C:5]([CH:7]=O)=[CH:4][CH:3]=1.C(O)(=O)[CH2:10][C:11]([OH:13])=[O:12].O.Cl>N1CCCCC1.N1C=CC=CC=1>[Cl:1][C:2]1[S:6][C:5](/[CH:7]=[CH:10]/[C:11]([OH:13])=[O:12])=[CH:4][CH:3]=1. Procedure: The solution of 1 g (6.62 mmol) of 5-chloro-2-thiophenecarboxaldehyde and 1.38 g (13.23 mmol) of malonic acid in 0.07 ml of piperidine and 5 ml of pyridine is refluxed for 2 hours. The reaction solution is subsequently allowed to cool, then poured into 20 ml of water and acidified to pH 1 using 2N hydrochloric acid. The product which precipitates in the process is filtered off with suction and dried in a drying cabinet at 80° C., giving 1.02 g of (E)-3-(5-chlorothiophen-2-yl)acrylic acid as brow... The reactants are COC1=C(C=CC=C1OC)[C@H](O)C1CCN(CC1)CCC1=CC=C(C=C1)F ((R)-α-(2,3-dimethoxyphenyl)-1-[2-(4-fluorophenyl)ethyl]-4-piperidinemethanol), C=1(C(OC)=CC=CC1)OC (veratrole), N1=CC=C(C=C1)C=O (4-pyridinecarboxaldehyde). Product: OC(C1=C(C(=CC=C1)OC)OC)C1=CC=NC=C1 (4-[1-hydroxy-1-(2,3-dimethoxyphenyl)methyl]pyridine). As a reaction SMILES: [CH3:1][O:2][C:3]1[C:8]([O:9][CH3:10])=[CH:7][CH:6]=[CH:5][C:4]=1[C@@H:11]([CH:13]1[CH2:18][CH2:17][N:16](CCC2C=CC(F)=CC=2)[CH2:15][CH2:14]1)[OH:12].C1(OC)C(=CC=CC=1)OC.N1C=CC(C=O)=CC=1>>[OH:12][CH:11]([C:13]1[CH:14]=[CH:15][N:16]=[CH:17][CH:18]=1)[C:4]1[CH:5]=[CH:6][CH:7]=[C:8]([O:9][CH3:10])[C:3]=1[O:2][CH3:1]. Procedure details: In yet another embodiment, there is provided a process for preparing (R)-α-(2,3-dimethoxyphenyl)-1-[2-(4-fluorophenyl)ethyl]-4-piperidinemethanol (3) comprising the steps of: a) reacting lithiated veratrole with 4-pyridinecarboxaldehyde (9) in the presence of a suitable aprotic solvent to provide 4-[1-hydroxy-1-(2,3-dimethoxyphenyl)methyl]pyridine (10); b) subjecting 4-[1-hydroxy-1-(2,3-dimethoxyphenyl)methyl]pyridine (10) to catalytic hydrogenation to provide 4-[1-hydroxy-1-(2,3-dimethoxyphenyl...